This data is from the Open Reaction Database (ORD), a public repository of structured organic reaction records. The task is: describe an organic reaction: reactants, conditions, products, and yield Reactants: CNC1=C(C=CC=C1)[N+](=O)[O-] (N-methyl-2-nitroaniline), O (water), 3, reduced iron, [Cl-].[NH4+] (ammonium chloride). Solvent: C(C)(C)O (isopropanol). Yields the product CNC1=C(C=CC=C1)N (N-methylphenylenediamine). As a reaction SMILES: [CH3:1][NH:2][C:3]1[CH:8]=[CH:7][CH:6]=[CH:5][C:4]=1[N+:9]([O-])=O.[Cl-].[NH4+].O>C(O)(C)C>[CH3:1][NH:2][C:3]1[CH:8]=[CH:7][CH:6]=[CH:5][C:4]=1[NH2:9] |f:1.2|. Reported procedure: A mixture composed of 15.2 g (0.1 mol) of N-methyl-2-nitroaniline, 24 g of reduced iron, 0.8 g of ammonium chloride, 20 ml of water and 200 ml of isopropanol was stirred with heating at about 100° C. for 30 minutes in a 1 liter 3 necked flask. The reaction solution was filtered and the filtrate was concentrated under reduced pressure to obtain the crude product of N-methylphenylenediamine. The compound was dissolved in 100 ml of tetrahydrofuran, to which was added 8.7 g (0.11 mol) of pyridine an... Reactants: [N+](=O)([O-])C1=C(C=CC=C1)NN (2-nitrophenylhydrazine), C(C)(=O)O (acetic acid), C(C)OC(C(C(=O)C(=O)O)=COCC)=O (ethoxymethyleneoxalacetic acid ethyl ester), C(C)(=O)O (acetic acid). Conditions: time 24 hour. Yields the product [N+](=O)([O-])C1=C(C=CC=C1)N1N=CC(=C1C(=O)OCC)C(=O)OCC (1-(2-nitrophenyl)-1H-pyrazole-4,5-dicarboxylic acid, diethyl ester). Reaction SMILES: [N+:1]([C:4]1[CH:9]=[CH:8][CH:7]=[CH:6][C:5]=1[NH:10][NH2:11])([O-:3])=[O:2].[CH2:12]([O:14][C:15](=[O:26])[C:16](=[CH:22]OCC)[C:17]([C:19]([OH:21])=[O:20])=O)[CH3:13].[C:27](O)(=O)[CH3:28]>>[N+:1]([C:4]1[CH:9]=[CH:8][CH:7]=[CH:6][C:5]=1[N:10]1[C:17]([C:19]([O:21][CH2:27][CH3:28])=[O:20])=[C:16]([C:15]([O:14][CH2:12][CH3:13])=[O:26])[CH:22]=[N:11]1)([O-:3])=[O:2]. Procedure: 5 g. of 2-nitrophenylhydrazine are dissolved in 50 ml. of glacial acetic acid and 7.9 g. of ethoxymethyleneoxalacetic acid ethyl ester in 50 ml. of glacial acetic acid are slowly added dropwise. After the addition has been completed, the reaction mixture is refluxed for at least 3 hours. After cooling, the solvent is distilled off first under water vacuum and then under oil pump vacuum. The dark, oily residue is dissolved in 20 ml. of tetrahydrofuran, 10 ml. of ether are added and the mixture is... Starting materials: [Cl-].[Al+3].[Cl-].[Cl-] (aluminum chloride), C1(=CC=CC=C1)OC (Anisole), ice, ClC1=C(C=C(C(=O)Cl)C=C1)S(N)(=O)=O (4-chloro-3-sulfamoyl benzoyl chloride). The solvent is C(Cl)Cl (methylene chloride), ClCCl (dichloromethane). Reaction conditions: time 30 minute. Product: ClC1=C(C=C(C=C1)C(C1=CC=C(C=C1)OC)=O)S(=O)(=O)N (2-Chloro-5-(4-methoxy-benzoyl)-benzenesulfonamide). Reaction SMILES: [Cl-].[Al+3].[Cl-].[Cl-].[Cl:5][C:6]1[CH:14]=[CH:13][C:9]([C:10](Cl)=[O:11])=[CH:8][C:7]=1[S:15](=[O:18])(=[O:17])[NH2:16].[C:19]1([O:25][CH3:26])[CH:24]=[CH:23][CH:22]=[CH:21][CH:20]=1>ClCCl>[Cl:5][C:6]1[CH:14]=[CH:13][C:9]([C:10](=[O:11])[C:22]2[CH:23]=[CH:24][C:19]([O:25][CH3:26])=[CH:20][CH:21]=2)=[CH:8][C:7]=1[S:15]([NH2:16])(=[O:18])=[O:17] |f:0.1.2.3|. Reported procedure: Under nitrogen, aluminum chloride (1.95 g, 14.6 mmol) is slurried in dichloromethane (50 mL) then 4-chloro-3-sulfamoyl benzoyl chloride is added and allowed to stir at ambient temperature for 30 minutes. Anisole (683 mg, 6.3 mmol) is added in 2 mL methylene chloride. The reaction is allowed to stir at ambient temperature for 18 hours. The reaction mixture is poured over ice-cold 6 N HCl and extracted with dichloromethane to give a colorless oil. Purification by silica gel chromatography (gradien... Starting materials: CCC(O)(C#Cc1ccc(C(CC)(CC)c2cc(C)c(O)c(C)c2)cc1C)CC, COCCO[Al+]OCCOC, CCOC(C)=O, [H-], [H-], [Na+], C1CCOC1. The product is CCC(O)(C=Cc1ccc(C(CC)(CC)c2cc(C)c(O)c(C)c2)cc1C)CC. RXN SMILES: [CH2:15]([CH3:16])[C:17]([CH2:18][CH3:19])([c:20]1[cH:21][c:22]([CH3:34])[c:23]([C:26]#[C:27][C:28]([CH2:29][CH3:30])([OH:31])[CH2:32][CH3:33])[cH:24][cH:25]1)[c:35]1[cH:36][c:37]([CH3:43])[c:38]([OH:42])[c:39]([CH3:41])[cH:40]1.[CH3:2][O:3][CH2:4][CH2:5][O:6][Al+:7][O:8][CH2:9][CH2:10][O:11][CH3:12].[CH3:49][CH2:50][O:51][C:52](=[O:53])[CH3:54].[H-:14].[H-:1].[Na+:13].[O:44]1[CH2:45][CH2:46][CH2:47][CH2:48]1>>[CH2:15]([CH3:16])[C:17]([CH2:18][CH3:19])([c:20]1[cH:21][c:22]([CH3:34])[c:23]([CH:26]=[CH:27][C:28]([CH2:29][CH3:30])([OH:31])[CH2:32][CH3:33])[cH:24][cH:25]1)[c:35]1[cH:36][c:37]([CH3:43])[c:38]([OH:42])[c:39]([CH3:41])[cH:40]1. Starting materials: CS(C)=O, CC1C(=O)C(C)(C)C1=O. Reaction SMILES: [CH3:10][S:11]([CH3:12])=[O:13].[CH3:1][C:2]1([CH3:9])[C:3](=[O:8])[CH:4]([CH3:7])[C:5]1=[O:6]>>[CH3:1][C:2]1([CH3:9])[C:3](=[O:8])[CH:4]([CH2:7][CH3:10])[C:5]1=[O:6]. The product is CCC1C(=O)C(C)(C)C1=O. Reactants: CCS(=O)(=O)N(CCCCC(=O)O)C1CC(C)(C)Oc2ccc(C)cc21, CCN(CC)CCN, C(=NC1CCCCC1)=NC1CCCCC1, CN(C)C=O, O, On1nnc2ccccc21. The product is CCN(CC)CCNC(=O)CCCCN(C1CC(C)(C)Oc2ccc(C)cc21)S(=O)(=O)CC. RXN SMILES: [CH2:1]([CH3:2])[S:3](=[O:4])(=[O:5])[N:6]([CH2:7][CH2:8][CH2:9][CH2:10][C:11](=[O:12])[OH:13])[CH:14]1[CH2:15][C:16]([CH3:25])([CH3:26])[O:17][c:18]2[cH:19][cH:20][c:21]([CH3:24])[cH:22][c:23]21.[CH2:52]([CH3:53])[N:54]([CH2:55][CH3:56])[CH2:57][CH2:58][NH2:59].[CH:37]1([N:38]=[C:39]=[N:40][CH:41]2[CH2:42][CH2:43][CH2:44][CH2:45][CH2:46]2)[CH2:47][CH2:48][CH2:49][CH2:50][CH2:51]1.[O:60]=[CH:61][N:62]([CH3:63])[CH3:64].[OH2:65].[OH:27][n:28]1[c:29]2[c:30]([cH:31][cH:32][cH:33][cH:34]2)[n:35][n:36]1>>[CH2:1]([CH3:2])[S:3](=[O:4])(=[O:5])[N:6]([CH2:7][CH2:8][CH2:9][CH2:10][C:11](=[O:12])[NH:59][CH2:58][CH2:57][N:54]([CH2:52][CH3:53])[CH2:55][CH3:56])[CH:14]1[CH2:15][C:16]([CH3:25])([CH3:26])[O:17][c:18]2[cH:19][cH:20][c:21]([CH3:24])[cH:22][c:23]21. The reactants are N#Cc1ccsc1-c1ccc(C=O)cc1, Cc1ccc(S(=O)(=O)CC#N)cc1. Yields the product Cc1ccc(S(=O)(=O)C(C#N)=Cc2ccc(-c3sccc3C#N)cc2)cc1. RXN SMILES: [CH:1](=[O:2])[c:3]1[cH:4][cH:5][c:6](-[c:9]2[s:10][cH:11][cH:12][c:13]2[C:14]#[N:15])[cH:7][cH:8]1.[c:16]1([CH3:28])[cH:17][cH:18][c:19]([S:22](=[O:23])(=[O:24])[CH2:25][C:26]#[N:27])[cH:20][cH:21]1>>[CH:1]([c:3]1[cH:4][cH:5][c:6](-[c:9]2[s:10][cH:11][cH:12][c:13]2[C:14]#[N:15])[cH:7][cH:8]1)=[C:25]([S:22]([c:19]1[cH:18][cH:17][c:16]([CH3:28])[cH:21][cH:20]1)(=[O:23])=[O:24])[C:26]#[N:27]. Reactants: Cl.Cl.C(C)OC(CC=1C=NC=C(C1)C1=C(C=C(C=C1)C(F)(F)F)CNCC)=O ([5-(2-Ethylaminomethyl-4-trifluoromethyl-phenyl)-pyridin-3-yl]-acetic acid ethyl ester, dihydrochloride), ClC1=NC=C(C=C1)CC(=O)O (2-chloropyridine-5-acetic acid). The product is C(C)OC(CC=1C=NC=C(C1)C1=C(C=C(C=C1)C(F)(F)F)CN(CC)C(CC=1C=NC(=CC1)Cl)=O)=O ({5-[2-({N-[2-(6-chloro-pyridin-3-yl)-acetyl]-N-ethyl-amino}-methyl)-4-trifluoromethyl-phenyl]-pyridin-3-yl}-acetic acid ethyl ester). Reaction SMILES: Cl.Cl.[CH2:3]([O:5][C:6](=[O:28])[CH2:7][C:8]1[CH:9]=[N:10][CH:11]=[C:12]([C:14]2[CH:19]=[CH:18][C:17]([C:20]([F:23])([F:22])[F:21])=[CH:16][C:15]=2[CH2:24][NH:25][CH2:26][CH3:27])[CH:13]=1)[CH3:4].[Cl:29][C:30]1[CH:35]=[CH:34][C:33]([CH2:36][C:37](O)=[O:38])=[CH:32][N:31]=1>>[CH2:3]([O:5][C:6](=[O:28])[CH2:7][C:8]1[CH:9]=[N:10][CH:11]=[C:12]([C:14]2[CH:19]=[CH:18][C:17]([C:20]([F:21])([F:23])[F:22])=[CH:16][C:15]=2[CH2:24][N:25]([C:37](=[O:38])[CH2:36][C:33]2[CH:32]=[N:31][C:30]([Cl:29])=[CH:35][CH:34]=2)[CH2:26][CH3:27])[CH:13]=1)[CH3:4] |f:0.1.2|. Procedure: [5-(2-Ethylaminomethyl-4-trifluoromethyl-phenyl)-pyridin-3-yl]-acetic acid ethyl ester, dihydrochloride and 2-chloropyridine-5-acetic acid were reacted as described in Example 8, Step 6 to provide {5-[2-({N-[2-(6-chloro-pyridin-3-yl)-acetyl]-N-ethyl-amino}-methyl)-4-trifluoromethyl-phenyl]-pyridin-3-yl}-acetic acid ethyl ester. Starting materials: ClC1=CC=C(S1)C(=O)CC(C(=O)N1[C@H](C(=O)O)CCC1)C ([S]-1-[3-(5-chloro-2-thenoyl)-2-methylpropionyl]-L-proline), C(C)(=S)[O-].[Na+] (sodium thioacetate). The solvent is C(C)#N (acetonitrile). Product: C(C)(=O)SC(C(C(=O)N1[C@H](C(=O)O)CCC1)C)C(C1=CC=C(S1)Cl)=O (1-[3-Acetylthio-3-(5-chloro-2-thenoyl)-2-methylpropionyl]-L-proline). As a reaction SMILES: [Cl:1][C:2]1[S:6][C:5]([C:7]([CH2:9][CH:10]([CH3:21])[C:11]([N:13]2[CH2:20][CH2:19][CH2:18][C@H:14]2[C:15]([OH:17])=[O:16])=[O:12])=[O:8])=[CH:4][CH:3]=1.[C:22]([O-:25])(=[S:24])[CH3:23].[Na+]>C(#N)C>[C:22]([S:24][CH:9]([C:7](=[O:8])[C:5]1[S:6][C:2]([Cl:1])=[CH:3][CH:4]=1)[CH:10]([CH3:21])[C:11]([N:13]1[CH2:20][CH2:19][CH2:18][C@H:14]1[C:15]([OH:17])=[O:16])=[O:12])(=[O:25])[CH3:23] |f:1.2|. Reported procedure: Bromination of the [S]-1-[3-(5-chloro-2-thenoyl)-2-methylpropionyl]-L-proline and reaction of the brominated product with sodium thioacetate in acetonitrile gives a mixture of the [R-(R*,S*)] and [R-(R*,R*)] isomers of the product of the Example as a glass. Starting materials: COP(OC)(=O)CCCOC=1C=C2C(=C(N(C2=CC1)CC1=CC=CC=C1)Br)CC(=O)N ([3-[[3-(2-Amino-2-oxoethyl)-2-bromo-1-(phenylmethyl)-1H-indol-5-yl]oxy]propyl]phosphonic acid dimethyl ester), BrC=1N(C2=CC=C(C=C2C1CC(=O)N)O)CC1=CC=CC=C1 (2-bromo-5-hydroxy-1-(phenylmethyl)-1H-indole-3-acetamide), [H-].[Na+] (NaH). The product is COP(OC)(=O)CCCBr ((3-bromopropyl)phosphonic acid dimethyl ester). RXN SMILES: [CH3:1][O:2][P:3]([CH2:7][CH2:8][CH2:9]OC1C=C2C(=CC=1)N(CC1C=CC=CC=1)C(Br)=C2CC(N)=O)(=[O:6])[O:4][CH3:5].[Br:32]C1N(CC2C=CC=CC=2)C2C(C=1CC(N)=O)=CC(O)=CC=2.[H-].[Na+]>>[CH3:5][O:4][P:3]([CH2:7][CH2:8][CH2:9][Br:32])(=[O:6])[O:2][CH3:1] |f:2.3|. Reported procedure: [3-[[3-(2-Amino-2-oxoethyl)-2-bromo-1-(phenylmethyl)-1H-indol-5-yl]oxy]propyl]phosphonic acid dimethyl ester. Using the procedure described in Example 81, Part A, 1.35 g (3.8 mmol) of 2-bromo-5-hydroxy-1-(phenylmethyl)-1H-indole-3-acetamide was reacted with 170 mg (4.2 mmol) of NaH/mineral oil and then 970 mg (4.2 mmol) of (3-bromopropyl)phosphonic acid dimethyl ester to give a product that was chromatographed on silica gel (eluted with a gradient, 1% MeOH/methylene chloride→3% MeOH/methylene ch...